The task is: describe an organic reaction: reactants, conditions, products, and yield. This data is from the Open Reaction Database (ORD), a public repository of structured organic reaction records. Reactants: CCO, O=C(O)c1ccccc1COc1cccc(F)c1, O. Yields the product O=C1c2ccccc2COc2cc(F)ccc21. As a reaction SMILES: [CH3:1][CH2:2][OH:3].[F:4][c:5]1[cH:6][c:7]([O:11][CH2:12][c:13]2[c:14]([C:15](=[O:16])[OH:17])[cH:18][cH:19][cH:20][cH:21]2)[cH:8][cH:9][cH:10]1.[OH2:22]>>[F:4][c:5]1[cH:6][c:7]2[c:8]([cH:9][cH:10]1)[C:15](=[O:17])[c:14]1[c:13]([cH:21][cH:20][cH:19][cH:18]1)[CH2:12][O:11]2. The reactants are N1C=CC2=C(C=CC=C12)CO ((1H-Indol-4-yl)-methanol), CC(=O)OI1(C2=CC=CC=C2C(=O)O1)(OC(=O)C)OC(=O)C (Dess-Martin periodane), [OH-].[Na+] (Sodium hydroxide), CCOCC (ether). Solvent: C(Cl)Cl (CH2Cl2), C(Cl)Cl (CH2Cl2). Reaction conditions: time 1 hour. Yields the product N1C=CC=2C(=CC=CC12)C=O (1H-indole-4-carbaldehyde). Yield: 52.7%. RXN SMILES: CC(OI1(OC(C)=O)(OC(C)=O)OC(=O)C2C1=CC=CC=2)=O.[NH:23]1[C:31]2[C:26](=[C:27]([CH2:32][OH:33])[CH:28]=[CH:29][CH:30]=2)[CH:25]=[CH:24]1.[OH-].[Na+].CCOCC>C(Cl)Cl>[NH:23]1[C:31]2[CH:30]=[CH:29][CH:28]=[C:27]([CH:32]=[O:33])[C:26]=2[CH:25]=[CH:24]1 |f:2.3|. Reported procedure: Dess-Martin periodane (1.04 g, 2.46 mmol) was dissolved into anhydrous CH2Cl2 (10 ml). (1H-Indol-4-yl)-methanol (449 mg, 3.07 mmol) in anhydrous CH2Cl2 (10 ml) was added and the mixture was stirred for 1 h. Sodium hydroxide (50 ml of 1N solution) and ether (50 ml) were added and the reaction was stirred for 30 min. The organic layer was separated and washed with water (10 ml), brine (10 ml), dried over MgSO4, filtered and concentrated to a thick brown oil. Purification by column chromatography (... Starting materials: CC(C)([O-])C.[Na+] (sodium tert-butoxide), C1(=CC=CC=C1)N1CCNCC1 (1-phenyl piperazine), C(C)(C)(C)OC(=O)N1CC2(CC2C1)C1=CC=C(C=C1)Br (1-(4-bromo-phenyl)-3-aza-bicyclo[3.1.0]hexane-3-carboxylic acid tert-butyl ester). Reagents/catalysts: C=1C=CC(=CC1)/C=C/C(=O)/C=C/C2=CC=CC=C2.C=1C=CC(=CC1)/C=C/C(=O)/C=C/C2=CC=CC=C2.C=1C=CC(=CC1)/C=C/C(=O)/C=C/C2=CC=CC=C2.[Pd].[Pd] (Pd2(dba)3), C=1C=CC(=CC1)P(C=2C=CC=CC2)C3=CC=C4C=CC=CC4=C3C5=C6C=CC=CC6=CC=C5P(C=7C=CC=CC7)C=8C=CC=CC8 (BINAP). The solvent is C1(=CC=CC=C1)C (toluene). Run at temperature 120 celsius. Yields the product C(C)(C)(C)OC(=O)N1CC2(CC2C1)C1=CC=C(C=C1)N1CCN(CC1)C1=CC=CC=C1 (1-[4-{4-Phenyl-piperazin-1-yl)-phenyl]-3-azabicyclo[3.1.0]hexane-3-carboxylic acid tert-butyl ester). Isolated yield 40.3%. Reaction SMILES: [C:1]([O:5][C:6]([N:8]1[CH2:13][CH:12]2[C:10]([C:14]3[CH:19]=[CH:18][C:17](Br)=[CH:16][CH:15]=3)([CH2:11]2)[CH2:9]1)=[O:7])([CH3:4])([CH3:3])[CH3:2].CC(C)([O-])C.[Na+].[C:27]1([N:33]2[CH2:38][CH2:37][NH:36][CH2:35][CH2:34]2)[CH:32]=[CH:31][CH:30]=[CH:29][CH:28]=1>C1(C)C=CC=CC=1.C1C=CC(/C=C/C(/C=C/C2C=CC=CC=2)=O)=CC=1.C1C=CC(/C=C/C(/C=C/C2C=CC=CC=2)=O)=CC=1.C1C=CC(/C=C/C(/C=C/C2C=CC=CC=2)=O)=CC=1.[Pd].[Pd].C1C=CC(P(C2C(C3C(P(C4C=CC=CC=4)C4C=CC=CC=4)=CC=C4C=3C=CC=C4)=C3C(C=CC=C3)=CC=2)C2C=CC=CC=2)=CC=1>[C:1]([O:5][C:6]([N:8]1[CH2:13][CH:12]2[C:10]([C:14]3[CH:19]=[CH:18][C:17]([N:36]4[CH2:37][CH2:38][N:33]([C:27]5[CH:32]=[CH:31][CH:30]=[CH:29][CH:28]=5)[CH2:34][CH2:35]4)=[CH:16][CH:15]=3)([CH2:11]2)[CH2:9]1)=[O:7])([CH3:4])([CH3:3])[CH3:2] |f:1.2,5.6.7.8.9|. Procedure details: To a solution of 1-(4-bromo-phenyl)-3-aza-bicyclo[3.1.0]hexane-3-carboxylic acid tert-butyl ester (2 g, 5.91 mmol) in anhydrous toluene (20 mL) were added Pd2(dba)3 (27 mg, 0.029 mmol), BINAP (36 mg, 0.059 mmol), sodium tert-butoxide (230 mg, 2.4 mmol) and 1-phenyl piperazine (1.05 g, 6.5 mmol) and reaction mixture was refluxed at 120° C. for 2 days. After the completion of reaction as confirmed by the TLC, excess solvent was evaporated under reduced pressure to afford crude compound which was p... The reactants are C(C1=CC=CC=C1)OC(CC=O)CC1=C(C=CC=C1)C (3-(benzyloxy)-4-o-tolylbutanal), [BH4-].[Na+] (NaBH4). The solvent is CO (MeOH). Conditions: time 2 hour. Product: C(C1=CC=CC=C1)OC(CCO)CC1=C(C=CC=C1)C (3-(Benzyloxy)-4-o-tolylbutan-1-ol). RXN SMILES: [CH2:1]([O:8][CH:9]([CH2:13][C:14]1[CH:19]=[CH:18][CH:17]=[CH:16][C:15]=1[CH3:20])[CH2:10][CH:11]=[O:12])[C:2]1[CH:7]=[CH:6][CH:5]=[CH:4][CH:3]=1.[BH4-].[Na+]>CO>[CH2:1]([O:8][CH:9]([CH2:13][C:14]1[CH:19]=[CH:18][CH:17]=[CH:16][C:15]=1[CH3:20])[CH2:10][CH2:11][OH:12])[C:2]1[CH:3]=[CH:4][CH:5]=[CH:6][CH:7]=1 |f:1.2|. Reported procedure: To a solution of 3-(benzyloxy)-4-o-tolylbutanal (4.0 g, 14.81 mmol) in MeOH (50 ml) was added NaBH4 (1.13 g, 29.62 mmol) at 0° C. and stirred at room temperature for 2 h. The reaction mixture was quenched with water and concentrated under reduced pressure to afford crude compound. The title compound was purified by separation methods A and E. (Yield 3.0 g).